This data is from the Open Reaction Database (ORD), a public repository of structured organic reaction records. The task is: describe an organic reaction: reactants, conditions, products, and yield The reactants are C([O-])([O-])=O.[Cs+].[Cs+] (cesium carbonate), C(Cl)Cl (DCM), BrCCOC1=CC=C(N(C2=CC=C(C=C2)Cl)C2=CC=C(C=C2)Cl)C=C1 (4-(2-bromoethoxy)-N,N-bis-(4-chlorophenyl)aniline), BrC=1C=C(SC1C1=CC=C(C=C1)OC)C1=CC=C(C=C1)O (4-(4-bromo-5-(4-methoxyphenyl)thiophen-2-yl)phenol). Run in O (water), C(C)#N (acetonitrile), CCO (EtOH). Product: BrC=1C=C(SC1C1=CC=C(C=C1)OC)C1=CC=C(OCCOC2=CC=C(N(C3=CC=C(C=C3)Cl)C3=CC=C(C=C3)Cl)C=C2)C=C1 (4-(2-(4-(4-bromo-5-(4-methoxyphenyl)thiophen-2-yl)phenoxy)ethoxy)-N,N-bis(4-chlorophenyl)aniline). Yield: 69.7%. Reaction SMILES: Br[CH2:2][CH2:3][O:4][C:5]1[CH:25]=[CH:24][C:8]([N:9]([C:17]2[CH:22]=[CH:21][C:20]([Cl:23])=[CH:19][CH:18]=2)[C:10]2[CH:15]=[CH:14][C:13]([Cl:16])=[CH:12][CH:11]=2)=[CH:7][CH:6]=1.[Br:26][C:27]1[CH:28]=[C:29]([C:40]2[CH:45]=[CH:44][C:43]([OH:46])=[CH:42][CH:41]=2)[S:30][C:31]=1[C:32]1[CH:37]=[CH:36][C:35]([O:38][CH3:39])=[CH:34][CH:33]=1.C(=O)([O-])[O-].[Cs+].[Cs+].C(Cl)Cl>C(#N)C.CCO.O>[Br:26][C:27]1[CH:28]=[C:29]([C:40]2[CH:45]=[CH:44][C:43]([O:46][CH2:2][CH2:3][O:4][C:5]3[CH:25]=[CH:24][C:8]([N:9]([C:10]4[CH:15]=[CH:14][C:13]([Cl:16])=[CH:12][CH:11]=4)[C:17]4[CH:22]=[CH:21][C:20]([Cl:23])=[CH:19][CH:18]=4)=[CH:7][CH:6]=3)=[CH:42][CH:41]=2)[S:30][C:31]=1[C:32]1[CH:33]=[CH:34][C:35]([O:38][CH3:39])=[CH:36][CH:37]=1 |f:2.3.4|. Procedure details: 4-(2-bromoethoxy)-N,N-bis-(4-chlorophenyl)aniline (70, 1.40 g, 3.20 mmol) and 4-(4-bromo-5-(4-methoxyphenyl)thiophen-2-yl)phenol (65, 1.16 g, 3.20 mmol) were dissolved in acetonitrile (40 mL) and the cesium carbonate (2.09 g, 6.41 mmol) was added. The reaction mixture was heated to reflux for 20 hours. After cooling to RT, the reaction mixture was poured into DCM (100 mL) and water (150 mL). The mixture was mixed well and the aqueous portion extracted with DCM (2×100 mL). The combined organics w... Starting materials: [BH4-].[Na+] (sodium borohydride), C(#N)C=1C(=NC=CC1)SC=1C=C(C(=O)O)C=CC1 (3-(3-cyano-pyridin-2-ylsulfanyl)-benzoic acid), O (water). Solvent: O1CCOCC1 (dioxane), S(=O)(Cl)Cl (thionyl chloride). Run at temperature 50 celsius, time 2 hour. Yields the product OCC=1C=C(C=CC1)SC1=C(C#N)C=CC=N1 (2-(3-hydroxymethyl-phenylsulfanyl)-nicotinonitrile). Yield: 84.7%. Reaction SMILES: [C:1]([C:3]1[C:4]([S:9][C:10]2[CH:11]=[C:12]([CH:16]=[CH:17][CH:18]=2)[C:13](O)=[O:14])=[N:5][CH:6]=[CH:7][CH:8]=1)#[N:2].[BH4-].[Na+].O>S(Cl)(Cl)=O.O1CCOCC1>[OH:14][CH2:13][C:12]1[CH:11]=[C:10]([S:9][C:4]2[N:5]=[CH:6][CH:7]=[CH:8][C:3]=2[C:1]#[N:2])[CH:18]=[CH:17][CH:16]=1 |f:1.2|. Reported procedure: Dissolve 3-(3-cyano-pyridin-2-ylsulfanyl)-benzoic acid (1.50 g, 5.85 mmol) in thionyl chloride (50 mL) and stir. Heat to reflux. After 2 hours, concentrate under reduced pressure to give a residue. Dissolve residue in dioxane (100 μL) and add sodium borohydride (2.21 g, 58.5 mmol). Heat to 50° C. After 2 hours, cool to ambient temperature and add water. Extract with ethyl acetate, combine organic layers, dry with sodium sulfate, filter and concentrate to give the title compound as a yellow oil (... Starting materials: OC1=CC=C(C=2C=CC=NC12)C=O (8-hydroxyquinoline-5-carboxaldehyde), C[O-].[Na+] (sodium methoxide), S(=O)(=O)(OC)OC (dimethyl sulfate). Run in CS(=O)C (dimethyl sulfoxide). Reaction conditions: time 5 minute. Yields the product COC1=CC=C(C=2C=CC=NC12)C=O (8-methoxyquinoline-5-carboxaldehyde). The yield is 74.2%. RXN SMILES: [OH:1][C:2]1[C:11]2[N:10]=[CH:9][CH:8]=[CH:7][C:6]=2[C:5]([CH:12]=[O:13])=[CH:4][CH:3]=1.C[O-].[Na+].S(OC)(O[CH3:21])(=O)=O>CS(C)=O>[CH3:21][O:1][C:2]1[C:11]2[N:10]=[CH:9][CH:8]=[CH:7][C:6]=2[C:5]([CH:12]=[O:13])=[CH:4][CH:3]=1 |f:1.2|. Procedure details: To a solution of 0.76 g (4.39 mmol) of 8-hydroxyquinoline-5-carboxaldehyde (G. R. Clemo and R. Howe, J. Chem. Soc., 1955, 3522) in 5 mL of dimethyl sulfoxide was added 0.24 g (4.4 mmol) of sodium methoxide, while keeping the mixture under nitrogen. After stirring for 5 min, 0.56 g (4.4 mmol) of dimethyl sulfate was added. The reaction was stirred for 1 hr and the solvent removed under vacuum. The residue was partitioned between dichloromethane (100 mL) and 0.5N sodium hydroxide (50 mL); the orga... Starting materials: C(C)N(C(=O)CC=1C=CC=C2C(=CNC12)CCN[C@H]([C@@H](C1=CC=C(C=C1)O)O)C)CC (N,N-diethyl-3-(2-(((1S,2R)-2-hydroxy-2-(4-hydroxyphenyl)-1-methylethyl)amino)ethyl)-1H-indole-7-carboxyamide), P(=O)(O)([O-])[O-].[Na+].[Na+] (disodium hydrogen phosphate), solution, F[B-](F)(F)F.C(C)[O+](CC)CC (triethyloxonium tetra-fluoroborate), C(Cl)Cl (methylene chloride), C(O)([O-])=O.[Na+] (sodium hydrogen carbonate), C(O)([O-])=O.[Na+] (sodium hydrogen carbonate). The solvent is C(C)#N (acetonitrile). Reaction conditions: time 15 hour. Product: O[C@@H]([C@H](C)NCCC1=CNC2=C(C=CC=C12)C(=O)OCC)C1=CC=C(C=C1)O (ethyl 3-{2-[(1S,2R)-2-hydroxy-2-(4-hydroxyphenyl)-1-(methyl) ethylamino]ethyl}-1H-indole-7-carboxylate). Isolated yield 64.0%. Reaction SMILES: C(N(CC)C([CH2:6][C:7]1[CH:8]=[CH:9][CH:10]=[C:11]2[C:15]=1[NH:14][CH:13]=[C:12]2[CH2:16][CH2:17][NH:18][C@@H:19]([CH3:29])[C@H:20]([OH:28])[C:21]1[CH:26]=[CH:25][C:24]([OH:27])=[CH:23][CH:22]=1)=O)C.P([O-])([O-])(O)=O.[Na+].[Na+].F[B-](F)(F)F.[CH2:44]([O+:46](CC)CC)[CH3:45].C(Cl)Cl.C(=O)([O-])[OH:55].[Na+]>C(#N)C>[OH:28][C@H:20]([C:21]1[CH:26]=[CH:25][C:24]([OH:27])=[CH:23][CH:22]=1)[C@@H:19]([NH:18][CH2:17][CH2:16][C:12]1[C:11]2[C:15](=[C:7]([C:6]([O:46][CH2:44][CH3:45])=[O:55])[CH:8]=[CH:9][CH:10]=2)[NH:14][CH:13]=1)[CH3:29] |f:1.2.3,4.5,7.8|. Reported procedure: To a solution of N,N-diethyl-3-(2-(((1S,2R)-2-hydroxy-2-(4-hydroxyphenyl)-1-methylethyl)amino)ethyl)-1H-indole-7-carboxyamide (215.5 mg, 0.526 mmol) in acetonitrile (18 mL) is added disodium hydrogen phosphate (112 mg, 0.789 mmol) under nitrogen atmosphere, and thereto is further added a 1N solution of triethyloxonium tetra-fluoroborate in methylene chloride (1.58 mL, 1.58 mmol), and the mixture is stirred at room temperature for 15 hours. To the reaction solution are added a saturated aqueous s...